From a dataset of the Open Reaction Database (ORD), a public repository of structured organic reaction records. describe an organic reaction: reactants, conditions, products, and yield Reactants: Cl[O-].[Na+] (sodium hypochlorite), COC=1C(=CC=2C(CCC(C2C1)(C)C)(C)C)C=NO (5,6,7,8-tetrahydro-3-methoxy-5,5,8,8-tetramethyl-2-naphthaldoxime). Run at time 1.5 hour. Yields the product C(#N)C1=CC=C(C=C1)C1=CC(=NO1)C1=CC=2C(CCC(C2C=C1OC)(C)C)(C)C (5-(4-Cyanophenyl)-3-(5,6,7,8-tetrahydro-3-methoxy-5,5,8,8-tetramethyl-2-naphthalenyl)-isoxazole). The yield is 147.1%. RXN SMILES: Cl[O-].[Na+].[CH3:4][O:5][C:6]1[C:7]([CH:20]=[N:21][OH:22])=[CH:8][C:9]2[C:10]([CH3:19])([CH3:18])[CH2:11][CH2:12][C:13]([CH3:17])([CH3:16])[C:14]=2[CH:15]=1>>[C:20]([C:7]1[CH:8]=[CH:9][C:14]([C:13]2[O:22][N:21]=[C:20]([C:7]3[C:6]([O:5][CH3:4])=[CH:15][C:14]4[C:13]([CH3:16])([CH3:17])[CH2:12][CH2:11][C:10]([CH3:18])([CH3:19])[C:9]=4[CH:8]=3)[CH:12]=2)=[CH:15][CH:6]=1)#[N:21] |f:0.1|. Procedure details: 17.2 g of a 10% strength aqueous sodium hypochlorite solution were added dropwise at 10°-15° C. to a solution of 5.0 g (19 millimoles) of 5,6,7,8-tetrahydro-3-methoxy-5,5,8,8-tetramethyl-2-naphthaldoxime and 2.4 g (19 millimoles) of 4-ethnylbenzonitrile. The mixture was stirred for 1.5 hours at room temperature. Thereafter, the reaction mixture was poured onto water, the phases were separated and the aqueous phase was extracted again with methylene chloride. The combined organic extracts were wa... Reactants: 13.4, BrCC(=O)C1=C(C=C(C=C1)Cl)Cl (2-bromo-2',4'-dichloroacetophenone), OCC(C1=CC=CC=C1)O (α-(hydroxymethyl)benzyl alcohol), C1(=CC=C(C=C1)S(=O)(=O)O)C (p-toluenesulfonic acid), C1=CC=CC=C1 (benzene). Solvent: C(CCC)O (n-butanol), O (water). Product: BrCC1(OCC(O1)C1=CC=CC=C1)C1=C(C=C(C=C1)Cl)Cl (2-(bromomethyl)-2-(2,4-dichlorophenyl)-4-phenyl-1,3-dioxolane). As a reaction SMILES: [Br:1][CH2:2][C:3]([C:5]1[CH:10]=[CH:9][C:8]([Cl:11])=[CH:7][C:6]=1[Cl:12])=[O:4].O[CH2:14][CH:15]([OH:22])[C:16]1[CH:21]=[CH:20][CH:19]=[CH:18][CH:17]=1.C1(C)C=CC(S(O)(=O)=O)=CC=1.C1C=CC=CC=1>O.C(O)CCC>[Br:1][CH2:2][C:3]1([C:5]2[CH:10]=[CH:9][C:8]([Cl:11])=[CH:7][C:6]=2[Cl:12])[O:22][CH:15]([C:16]2[CH:21]=[CH:20][CH:19]=[CH:18][CH:17]=2)[CH2:14][O:4]1. Procedure details: A mixture of 13.4 parts of 2-bromo-2',4'-dichloroacetophenone, 8.4 parts of α-(hydroxymethyl)benzyl alcohol, 1.15 parts of p-toluenesulfonic acid, 160 parts of benzene and 140 parts of n-butanol is stirred and refluxed for 48 hours with a water-separator. The solvent is removed in vacuo. The residue is purified by column-chromatography over silica gel, using chloroform as eluent. The pure fractions are collected and the eluent is evaporated, yielding 2-(bromomethyl)-2-(2,4-dichlorophenyl)-4-phen... Reactants: CC(=O)[O-], CCOC(C)=O, CN(C)C=O, [Cl-], CC(CCl)C(O)c1ccc(Cc2cccnc2)cc1, [Na+], [Na+]. The product is CC(=O)OCC(C)C(O)c1ccc(Cc2cccnc2)cc1. Reaction SMILES: [CH3:21][C:22]([O-:23])=[O:24].[CH3:27][CH2:28][O:29][C:30](=[O:31])[CH3:32].[CH3:33][N:34]([CH3:35])[CH:36]=[O:37].[Cl-:26].[Cl:1][CH2:2][CH:3]([CH:4]([OH:5])[c:6]1[cH:7][cH:8][c:9]([CH2:10][c:11]2[cH:12][n:13][cH:14][cH:15][cH:16]2)[cH:17][cH:18]1)[CH3:19].[Na+:20].[Na+:25]>>[CH2:2]([CH:3]([CH:4]([OH:5])[c:6]1[cH:7][cH:8][c:9]([CH2:10][c:11]2[cH:12][n:13][cH:14][cH:15][cH:16]2)[cH:17][cH:18]1)[CH3:19])[O:24][C:22]([CH3:21])=[O:23]. Reactants: OC1=CC=C(C=C1)C1CC(NC(C1)(C)C)(C)C (4(4'-hydroxyphenyl)-2,2,6,6-tetramethylpiperidine), C(C)(=O)O (acetic acid). The product is C(C)(=O)O.OC1=CC=C(C=C1)C1CC(NC(C1)(C)C)(C)C (4(4'-hydroxyphenyl)-2,2,6,6-tetramethylpiperidine acetate). As a reaction SMILES: [OH:1][C:2]1[CH:7]=[CH:6][C:5]([CH:8]2[CH2:13][C:12]([CH3:15])([CH3:14])[NH:11][C:10]([CH3:17])([CH3:16])[CH2:9]2)=[CH:4][CH:3]=1.[C:18]([OH:21])(=[O:20])[CH3:19]>>[C:18]([OH:21])(=[O:20])[CH3:19].[OH:1][C:2]1[CH:7]=[CH:6][C:5]([CH:8]2[CH2:9][C:10]([CH3:17])([CH3:16])[NH:11][C:12]([CH3:15])([CH3:14])[CH2:13]2)=[CH:4][CH:3]=1 |f:2.3|. Reported procedure: 6 Parts of 4(4'-hydroxyphenyl)-2,2,6,6-tetramethylpiperidine were treated with excess acetic acid in a similar manner to Example 9. The residue obtained after evaporation was crystallised from a chloroform-methanol-petroleum mixture to afford 5.7 parts of the desired product melting at 220°-240° and having the following elemental analysis. Procedure details: A mixture of 500 mg of 5-amino-2-bromobenzotrifluoride (Dakwood Products, Inc.), 6.2 mMol 3-bromophenylboronic acid (Aldrich), 70 mg of Pd(PPh3)4 and 5 ml of Na2CO3, 2 M solution in H2O, in 14 ml of toluene is stirred at reflux for 1 our. The mixture obtained is allowed to cool to rt and filtered through a pad of celite. The layers obtained are separated and the aqueous phase obtained is extracted with CH2Cl2. The organic phase obtained is washed with brine, dried (Na2SO4), filtered and concentr... Reactants: NC=1C=CC(=C(C1)C(F)(F)F)Br (5-amino-2-bromobenzotrifluoride), BrC=1C=C(C=CC1)B(O)O (3-bromophenylboronic acid), C(=O)([O-])[O-].[Na+].[Na+] (Na2CO3), solution, CC#N.O.C(=O)(C(F)(F)F)O (CH3CN H2O TFA). Solvent: O (H2O), C1(=CC=CC=C1)C (toluene). Reagents/catalysts: C=1C=CC(=CC1)[P](C=2C=CC=CC2)(C=3C=CC=CC3)[Pd]([P](C=4C=CC=CC4)(C=5C=CC=CC5)C=6C=CC=CC6)([P](C=7C=CC=CC7)(C=8C=CC=CC8)C=9C=CC=CC9)[P](C=1C=CC=CC1)(C=1C=CC=CC1)C=1C=CC=CC1 (Pd(PPh3)4). Reaction SMILES: [NH2:1][C:2]1[CH:3]=[CH:4][C:5](Br)=[C:6]([C:8]([F:11])([F:10])[F:9])[CH:7]=1.[Br:13][C:14]1[CH:15]=[C:16](B(O)O)[CH:17]=[CH:18][CH:19]=1.C([O-])([O-])=O.[Na+].[Na+].CC#N.O.C(O)(C(F)(F)F)=O>O.C1(C)C=CC=CC=1.C1C=CC([P]([Pd]([P](C2C=CC=CC=2)(C2C=CC=CC=2)C2C=CC=CC=2)([P](C2C=CC=CC=2)(C2C=CC=CC=2)C2C=CC=CC=2)[P](C2C=CC=CC=2)(C2C=CC=CC=2)C2C=CC=CC=2)(C2C=CC=CC=2)C2C=CC=CC=2)=CC=1>[Br:13][C:14]1[CH:19]=[C:18]([C:5]2[CH:4]=[CH:3][C:2]([NH2:1])=[CH:7][C:6]=2[C:8]([F:11])([F:10])[F:9])[CH:17]=[CH:16][CH:15]=1 |f:2.3.4,5.6.7,^1:51,53,72,91|. The product is BrC=1C=C(C=CC1)C1=C(C=C(C=C1)N)C(F)(F)F (3′-Bromo-2-trifluoromethyl-biphenyl-4-amine). Reactants: NCc1cc(Br)ccc1F, CCOCC, CCN(C(C)C)C(C)C, CCOC(=O)Cl, ClCCl, Cl. The product is CCOC(=O)NCc1cc(Br)ccc1F. RXN SMILES: [Br:8][c:9]1[cH:10][cH:11][c:12]([F:17])[c:13]([CH2:14][NH2:15])[cH:16]1.[CH3:27][CH2:28][O:29][CH2:30][CH3:31].[CH:18]([N:19]([CH:20]([CH3:21])[CH3:22])[CH2:23][CH3:24])([CH3:25])[CH3:26].[Cl:1][C:2](=[O:3])[O:4][CH2:5][CH3:6].[Cl:32][CH2:33][Cl:34].[ClH:7]>>[C:2](=[O:3])([O:4][CH2:5][CH3:6])[NH:15][CH2:14][c:13]1[c:12]([F:17])[cH:11][cH:10][c:9]([Br:8])[cH:16]1. Starting materials: CCOc1cc(C(C)(C)C)ncc1C1=NC(C)(c2ccc(Cl)cc2)C(C)(c2ccc(Cl)cc2)N1C(=O)N1CCC(CC(=O)O)CC1, CCNCC. Yields the product CCOc1cc(C(C)(C)C)ncc1C1=NC(C)(c2ccc(Cl)cc2)C(C)(c2ccc(Cl)cc2)N1C(=O)N1CCC(CC(=O)N(CC)CC)CC1. RXN SMILES: [C:1]([CH3:2])([CH3:3])([CH3:4])[c:5]1[cH:6][c:7]([O:44][CH2:45][CH3:46])[c:8]([C:11]2=[N:15][C:14]([CH3:16])([c:17]3[cH:18][cH:19][c:20]([Cl:23])[cH:21][cH:22]3)[C:13]([CH3:24])([c:25]3[cH:26][cH:27][c:28]([Cl:31])[cH:29][cH:30]3)[N:12]2[C:32](=[O:33])[N:34]2[CH2:35][CH2:36][CH:37]([CH2:40][C:41](=[O:42])[OH:43])[CH2:38][CH2:39]2)[cH:9][n:10]1.[CH2:47]([CH3:48])[NH:49][CH2:50][CH3:51]>>[C:1]([CH3:2])([CH3:3])([CH3:4])[c:5]1[cH:6][c:7]([O:44][CH2:45][CH3:46])[c:8]([C:11]2=[N:15][C:14]([CH3:16])([c:17]3[cH:18][cH:19][c:20]([Cl:23])[cH:21][cH:22]3)[C:13]([CH3:24])([c:25]3[cH:26][cH:27][c:28]([Cl:31])[cH:29][cH:30]3)[N:12]2[C:32](=[O:33])[N:34]2[CH2:35][CH2:36][CH:37]([CH2:40][C:41](=[O:43])[N:49]([CH2:47][CH3:48])[CH2:50][CH3:51])[CH2:38][CH2:39]2)[cH:9][n:10]1. Starting materials: COC(C1=CC(=CC=C1)SC1=C(NC2=CC(=CC=C12)Cl)C(F)(F)F)=O (3-(6-chloro-2-trifluoromethyl-1H-indol-3-ylsulfanyl)-benzoic acid methyl ester), C(C1=CC=CC=C1)Br (benzyl bromide). Product: COC(C1=CC(=CC=C1)SC1=C(N(C2=CC(=CC=C12)Cl)CC1=CC=CC=C1)C(F)(F)F)=O (3-(1-Benzyl-6-chloro-2-trifluoromethyl-1H-indol-3-ylsulfanyl)-benzoic acid methyl ester). Reaction SMILES: [CH3:1][O:2][C:3](=[O:25])[C:4]1[CH:9]=[CH:8][CH:7]=[C:6]([S:10][C:11]2[C:19]3[C:14](=[CH:15][C:16]([Cl:20])=[CH:17][CH:18]=3)[NH:13][C:12]=2[C:21]([F:24])([F:23])[F:22])[CH:5]=1.[CH2:26](Br)[C:27]1[CH:32]=[CH:31][CH:30]=[CH:29][CH:28]=1>>[CH3:1][O:2][C:3](=[O:25])[C:4]1[CH:9]=[CH:8][CH:7]=[C:6]([S:10][C:11]2[C:19]3[C:14](=[CH:15][C:16]([Cl:20])=[CH:17][CH:18]=3)[N:13]([CH2:26][C:27]3[CH:32]=[CH:31][CH:30]=[CH:29][CH:28]=3)[C:12]=2[C:21]([F:24])([F:23])[F:22])[CH:5]=1. Procedure details: Prepared according to the procedure described in Example 10, Step 3, using the following starting materials: 3-(6-chloro-2-trifluoromethyl-1H-indol-3-ylsulfanyl)-benzoic acid methyl ester and benzyl bromide. Reactants: COC(C=P(C1=CC=CC=C1)(C1=CC=CC=C1)C1=CC=CC=C1)=O (Methyl(triphenylphosphoranylidene)acetate), C(C1=CC=CC=C1)OC=1C(=NC=C(C=O)C1)NC=1SC=C(N1)C (5-(benzyloxy)-6-(4-methylthiazol-2-ylamino)nicotinaldehyde), COC(C=P(C1=CC=CC=C1)(C1=CC=CC=C1)C1=CC=CC=C1)=O (methyl(triphenylphosphoranylidene)acetate). The solvent is C1CCOC1 (THF). Conditions: time 1 hour. The product is C(C1=CC=CC=C1)OC=1C=C(C=NC1NC=1SC=C(N1)C)/C=C/C(=O)OC ((E)-methyl 3-(5-(benzyloxy)-6-(4-methylthiazol-2-ylamino)pyridin-3-yl)acrylate). Isolated yield 76.6%. RXN SMILES: [CH2:1]([O:8][C:9]1[C:10]([NH:17][C:18]2[S:19][CH:20]=[C:21]([CH3:23])[N:22]=2)=[N:11][CH:12]=[C:13]([CH:16]=1)[CH:14]=O)[C:2]1[CH:7]=[CH:6][CH:5]=[CH:4][CH:3]=1.[CH3:24][O:25][C:26](=[O:47])[CH:27]=P(C1C=CC=CC=1)(C1C=CC=CC=1)C1C=CC=CC=1>C1COCC1>[CH2:1]([O:8][C:9]1[CH:16]=[C:13](/[CH:14]=[CH:27]/[C:26]([O:25][CH3:24])=[O:47])[CH:12]=[N:11][C:10]=1[NH:17][C:18]1[S:19][CH:20]=[C:21]([CH3:23])[N:22]=1)[C:2]1[CH:7]=[CH:6][CH:5]=[CH:4][CH:3]=1. Procedure details: A 25 mL round-bottomed flask was charged with 5-(benzyloxy)-6-(4-methylthiazol-2-ylamino)nicotinaldehyde (500 mg, 1.54 mmol) and THF (10 mL). Methyl(triphenylphosphoranylidene)acetate (668 mg, 2.00 mmol) was added and the reaction was stirred at room temperature for 1 hour. An additional 668 mg of methyl(triphenylphosphoranylidene)acetate was added and the reaction was stirred overnight. The solids were filtered off and the filtrate was purified on a silica gel column (1:1 EtOAc:Hexanes) to affo...